This data is from the Open Reaction Database (ORD), a public repository of structured organic reaction records. The task is: describe an organic reaction: reactants, conditions, products, and yield Starting materials: BrC=1C=CC(=C(C1)C1=NC2=C(C=CC=C2C(N1)=O)C)OCCC (2-(5-bromo-2-n-propoxyphenyl)-8 -methylquinazolin-4(3H)-one), C(C=C)(=O)OC(C)(C)C (t-butyl acrylate). The product is CC=1C=CC=C2C(NC(=NC12)C=1C=C(C=CC(=O)OC(C)(C)C)C=CC1OCCC)=O (t-Butyl 3-(8-methylquinazolin-4(3H)-on-2-yl)-4-n-propoxycinnamate), crystals. Yield: 18.0%. RXN SMILES: Br[C:2]1[CH:3]=[CH:4][C:5]([O:20][CH2:21][CH2:22][CH3:23])=[C:6]([C:8]2[NH:17][C:16](=[O:18])[C:15]3[C:10](=[C:11]([CH3:19])[CH:12]=[CH:13][CH:14]=3)[N:9]=2)[CH:7]=1.[C:24]([O:28][C:29]([CH3:32])([CH3:31])[CH3:30])(=[O:27])[CH:25]=[CH2:26]>>[CH3:19][C:11]1[CH:12]=[CH:13][CH:14]=[C:15]2[C:10]=1[N:9]=[C:8]([C:6]1[CH:7]=[C:2]([CH:3]=[CH:4][C:5]=1[O:20][CH2:21][CH2:22][CH3:23])[CH:26]=[CH:25][C:24]([O:28][C:29]([CH3:32])([CH3:31])[CH3:30])=[O:27])[NH:17][C:16]2=[O:18]. Reported procedure: The title compound was prepared from 2-(5-bromo-2-n-propoxyphenyl)-8 -methylquinazolin-4(3H)-one (Preparation 11) and t-butyl acrylate following the procedure of Example 9 and was obtained as colorless crystals (18%), m.p. 196°-197° C. Found: C,71.54; H,6.90; N,6.69. C25H28N2O4 requires C,71.41; H,6.71; N,6.66%. Starting materials: [S] (sulfur), C1(=CC=CC=C1)O (phenol). The product is C1=C(C=CC2=CC=CC=C12)O (β-naphthol). RXN SMILES: [S].[C:2]1([OH:8])[CH:7]=[CH:6][CH:5]=[CH:4][CH:3]=1>>[CH:3]1[C:4]2[C:5](=[CH:7][CH:2]=[CH:3][CH:4]=2)[CH:6]=[CH:7][C:2]=1[OH:8] |^3:0|. Procedure details: 346 Grams of a sulfur-containing phenol resin (softening point, 107° C.) was obtained in completely the same manner as in Reference Example 1 except that 144 g (1 mole) of β-naphthol was used in place of resorcin. Run in C(C)(=O)O (acetic acid). Product: C(C)(=O)NC1=CC=C(C(=O)O)C=C1 (4-Acetylaminobenzoic acid). The yield is 65.8%. Reaction SMILES: [NH2:1][C:2]1[CH:10]=[CH:9][C:5]([C:6]([OH:8])=[O:7])=[CH:4][CH:3]=1.[C:11]([O-])(=[O:13])[CH3:12].[Na+].O>C(O)(=O)C>[C:11]([NH:1][C:2]1[CH:10]=[CH:9][C:5]([C:6]([OH:8])=[O:7])=[CH:4][CH:3]=1)(=[O:13])[CH3:12] |f:1.2|. Procedure: A mixture of 4-aminobenzoic acid (Aldrich, 50.0 g, 0.365 mol) and anhydrous sodium acetate (35.0 g, 0.427 mol) in glacial acetic acid (150 mL) was heated to reflux for 15 h. The mixture was poured into cold water (1 L). The precipitate was separated by filtration and washed several times with cold water. The cake was dried in oven at 70° C. and recrystallized from 2:1 water:ethanol to give 43.0 g (68%) of the title compound as off-white flakes, mp 258° C. Reactants: NC1=CC=C(C(=O)O)C=C1 (4-aminobenzoic acid), C(C)(=O)[O-].[Na+] (sodium acetate), O (water). Starting materials: COC(=O)CBr, O=C([O-])[O-], N#Cc1ncccc1O, CC(C)=O, [K+], [K+]. The product is COC(=O)COc1cccnc1C#N. RXN SMILES: [Br:10][CH2:11][C:12](=[O:13])[O:14][CH3:15].[C:16](=[O:17])([O-:18])[O-:19].[C:1](#[N:2])[c:3]1[n:4][cH:5][cH:6][cH:7][c:8]1[OH:9].[CH3:22][C:23](=[O:24])[CH3:25].[K+:20].[K+:21]>>[C:1](#[N:2])[c:3]1[n:4][cH:5][cH:6][cH:7][c:8]1[O:9][CH2:11][C:12](=[O:13])[O:14][CH3:15]. The reactants are CC(C)=CCCC(C)=CCCC(C)=CCCC(C)=CCBr, CCOC(=O)C(C)C(C)=O. Product: CC(=O)C(C)CC=C(C)CCC=C(C)CCC=C(C)CCC=C(C)C. As a reaction SMILES: [CH2:11]([CH:12]=[C:13]([CH3:14])[CH2:15][CH2:16][CH:17]=[C:18]([CH3:19])[CH3:20])[CH2:21][C:22](=[CH:23][CH2:24][CH2:25][C:26](=[CH:27][CH2:28][Br:29])[CH3:30])[CH3:31].[CH3:1][CH:2]([C:3]([O:4][CH2:5][CH3:6])=[O:7])[C:8](=[O:9])[CH3:10]>>[CH3:1][CH:2]([CH2:3][CH:27]=[C:26]([CH2:25][CH2:24][CH:23]=[C:22]([CH2:21][CH2:11][CH:12]=[C:13]([CH3:14])[CH2:15][CH2:16][CH:17]=[C:18]([CH3:19])[CH3:20])[CH3:31])[CH3:30])[C:8](=[O:9])[CH3:10]. Reactants: Nc1ccc(Br)cc1, CC(=O)OC(C)=O, O=CO, O. Yields the product O=CNc1ccc(Br)cc1. Reaction SMILES: [Br:11][c:12]1[cH:13][cH:14][c:15]([NH2:16])[cH:17][cH:18]1.[CH3:4][C:5]([O:6][C:7](=[O:8])[CH3:9])=[O:10].[CH:1](=[O:2])[OH:3].[OH2:19]>>[CH:1](=[O:3])[NH:16][c:15]1[cH:14][cH:13][c:12]([Br:11])[cH:18][cH:17]1. Starting materials: C(C1=CC=CC=C1)OCCCC(=O)NCC#C (4-Benzyloxy-N-prop-2-ynyl-butyramide). The reagents and catalysts are [Au](Cl)(Cl)Cl (Gold (III) chloride). Solvent: C(C)#N (acetonitrile). Run at temperature 50 celsius, time 8 hour. Yields the product C(C1=CC=CC=C1)OCCCC=1OC(=CN1)C (2-(3-Benzyloxy-propyl)-5-methyl-oxazole). Isolated yield 81.1%. Reaction SMILES: [CH2:1]([O:8][CH2:9][CH2:10][CH2:11][C:12]([NH:14][CH2:15][C:16]#[CH:17])=[O:13])[C:2]1[CH:7]=[CH:6][CH:5]=[CH:4][CH:3]=1>C(#N)C.[Au](Cl)(Cl)Cl>[CH2:1]([O:8][CH2:9][CH2:10][CH2:11][C:12]1[O:13][C:16]([CH3:17])=[CH:15][N:14]=1)[C:2]1[CH:7]=[CH:6][CH:5]=[CH:4][CH:3]=1. Procedure details: A solution of 4-Benzyloxy-N-prop-2-ynyl-butyramide (500 mg, 2.16 mmol) in acetonitrile (22 ml) was treated with Gold (III) chloride (32.8 mg, 0.108 mmol) at room temperature. The reaction was heated at 50° C. for 8 hours then was allowed to stir at room temperature overnight. The reaction was concentrated under reduced pressure and the residue was purified on silica gel using 1:1/heptane:ethyl acetate as eluant. Fractions that contained product were combined and concentrated under reduced pressu... The reactants are CCOCCN(C)c1ccc(OB([O-])[O-])cc1, CN(Cc1ccc(NC(=O)C2=Cc3cc(Br)ccc3S(=O)(=O)CC2)cc1)C1CCOCC1, O=C([O-])[O-], CCO, [K+], [K+], O, Cc1ccccc1. Product: CCOCCN(C)c1ccc(-c2ccc3c(c2)C=C(C(=O)Nc2ccc(CN(C)C4CCOCC4)cc2)CCS3(=O)=O)cc1. As a reaction SMILES: [B:33]([O-:34])([O-:48])[O:49][c:35]1[cH:36][cH:37][c:38]([N:41]([CH3:42])[CH2:43][CH2:44][O:45][CH2:46][CH3:47])[cH:39][cH:40]1.[Br:1][c:2]1[cH:3][cH:4][c:5]2[c:6]([cH:32]1)[CH:7]=[C:8]([C:14](=[O:15])[NH:16][c:17]1[cH:18][cH:19][c:20]([CH2:23][N:24]([CH:25]3[CH2:26][CH2:27][O:28][CH2:29][CH2:30]3)[CH3:31])[cH:21][cH:22]1)[CH2:9][CH2:10][S:11]2(=[O:12])=[O:13].[C:50](=[O:51])([O-:52])[O-:53].[CH2:57]([OH:58])[CH3:59].[K+:54].[K+:55].[OH2:56].[c:60]1([CH3:61])[cH:62][cH:63][cH:64][cH:65][cH:66]1>>[c:2]1(-[c:35]2[cH:36][cH:37][c:38]([N:41]([CH3:42])[CH2:43][CH2:44][O:45][CH2:46][CH3:47])[cH:39][cH:40]2)[cH:3][cH:4][c:5]2[c:6]([cH:32]1)[CH:7]=[C:8]([C:14](=[O:15])[NH:16][c:17]1[cH:18][cH:19][c:20]([CH2:23][N:24]([CH:25]3[CH2:26][CH2:27][O:28][CH2:29][CH2:30]3)[CH3:31])[cH:21][cH:22]1)[CH2:9][CH2:10][S:11]2(=[O:12])=[O:13].